This data is from the Open Reaction Database (ORD), a public repository of structured organic reaction records. The task is: describe an organic reaction: reactants, conditions, products, and yield Reaction SMILES: [CH:24](=[O:25])[c:26]1[cH:27][c:28]([CH:31]2[O:32][CH2:33][CH2:34][CH2:35][CH2:36]2)[n:29][o:30]1.[Cl:37][CH2:38][Cl:39].[c:1]1([P:2]([c:3]2[cH:4][cH:5][cH:6][cH:7][cH:12]2)(=[CH:8][C:9]([CH3:10])=[O:11])[c:13]2[cH:14][cH:15][cH:16][cH:17][cH:18]2)[cH:19][cH:20][cH:21][cH:22][cH:23]1>>[CH:8]([C:9]([CH3:10])=[O:11])=[CH:24][c:26]1[cH:27][c:28]([CH:31]2[O:32][CH2:33][CH2:34][CH2:35][CH2:36]2)[n:29][o:30]1. Yields the product CC(=O)C=Cc1cc(C2CCCCO2)no1. Starting materials: O=Cc1cc(C2CCCCO2)no1, ClCCl, CC(=O)C=P(c1ccccc1)(c1ccccc1)c1ccccc1. Starting materials: C(C1=CC=CC=C1)(C1=CC=CC=C1)Cl (benzhydryl chloride), COC(=O)C=1N=CNC1C(=O)OC (4,5-dimethoxycarbonyl-imidazole). The solvent is C(C)#N (acetonitrile), C(C)N(CC)CC (triethylamine). Reaction conditions: temperature 80 celsius. Product: C(C1=CC=CC=C1)(C1=CC=CC=C1)N1C=NC(=C1C(=O)OC)C(=O)OC (1-benzhydryl-4,5-dimethoxycarbonyl-imidazole). RXN SMILES: [CH:1](Cl)([C:8]1[CH:13]=[CH:12][CH:11]=[CH:10][CH:9]=1)[C:2]1[CH:7]=[CH:6][CH:5]=[CH:4][CH:3]=1.[CH3:15][O:16][C:17]([C:19]1[N:20]=[CH:21][NH:22][C:23]=1[C:24]([O:26][CH3:27])=[O:25])=[O:18]>C(#N)C.C(N(CC)CC)C>[CH:1]([N:20]1[C:19]([C:17]([O:16][CH3:15])=[O:18])=[C:23]([C:24]([O:26][CH3:27])=[O:25])[N:22]=[CH:21]1)([C:8]1[CH:13]=[CH:12][CH:11]=[CH:10][CH:9]=1)[C:2]1[CH:7]=[CH:6][CH:5]=[CH:4][CH:3]=1. Reported procedure: 20.3 g of benzhydryl chloride were added dropwise to a suspension of 18.4 g (0.1 mol) of 4,5-dimethoxycarbonyl-imidazole in 60 cc of acetonitrile and 14 cc of triethylamine and the reaction mixture was heated for 8 hours at 80° C. The solvent was then removed under reduced pressure and triethylammonium chloride was separated by washing with water. 30 g (85% of the theory) of 1-benzhydryl-4,5-dimethoxycarbonyl-imidazole, m.p. 93° C., were obtained.